This data is from the Open Reaction Database (ORD), a public repository of structured organic reaction records. The task is: describe an organic reaction: reactants, conditions, products, and yield Starting materials: C(C)OC(=O)C1(CC1)C1=CC=C(C=C1)C1=CC=C(C=C1)C1=C(C(=NO1)C)C(C(C=C)(C)C)O (1-{4′-[4-(1-hydroxy-2,2-dimethyl-but-3-enyl)-3-methyl-isoxazol-5-yl]-biphenyl-4-yl}-cyclopropanecarboxylic acid ethyl ester), IC1=CC=CC=C1 (iodobenzene). The product is C(C)OC(=O)C1(CC1)C1=CC=C(C=C1)C1=CC=C(C=C1)C1=C(C(=NO1)C)C(C(\C=C\C1=CC=CC=C1)(C)C)O (1-{4′-[4-((E)-1-Hydroxy-2,2-dimethyl-4-phenyl-but-3-enyl)-3-methyl-isoxazol-5-yl]-biphenyl-4-yl}-cyclopropanecarboxylic acid ethyl ester). RXN SMILES: [CH2:1]([O:3][C:4]([C:6]1([C:9]2[CH:14]=[CH:13][C:12]([C:15]3[CH:20]=[CH:19][C:18]([C:21]4[O:25][N:24]=[C:23]([CH3:26])[C:22]=4[CH:27]([OH:33])[C:28]([CH3:32])([CH3:31])[CH:29]=[CH2:30])=[CH:17][CH:16]=3)=[CH:11][CH:10]=2)[CH2:8][CH2:7]1)=[O:5])[CH3:2].I[C:35]1[CH:40]=[CH:39][CH:38]=[CH:37][CH:36]=1>>[CH2:1]([O:3][C:4]([C:6]1([C:9]2[CH:10]=[CH:11][C:12]([C:15]3[CH:20]=[CH:19][C:18]([C:21]4[O:25][N:24]=[C:23]([CH3:26])[C:22]=4[CH:27]([OH:33])[C:28]([CH3:32])([CH3:31])/[CH:29]=[CH:30]/[C:35]4[CH:40]=[CH:39][CH:38]=[CH:37][CH:36]=4)=[CH:17][CH:16]=3)=[CH:13][CH:14]=2)[CH2:8][CH2:7]1)=[O:5])[CH3:2]. Procedure details: Prepared according to the procedure described in Example 59, Step 1, using 1-{4′-[4-(1-hydroxy-2,2-dimethyl-but-3-enyl)-3-methyl-isoxazol-5-yl]-biphenyl-4-yl}-cyclopropanecarboxylic acid ethyl ester and iodobenzene.